Dataset: the Open Reaction Database (ORD), a public repository of structured organic reaction records. Task: describe an organic reaction: reactants, conditions, products, and yield Solvent: C1(=CC=CC=C1)C (toluene). Starting materials: C1(CCC(CC1)=O)=O (cyclohexane-1,4-dione), C(C)C(CO)(CO)CC (2,2-diethylpropane-1,3-diol), O (water), O (water). Reagents/catalysts: C1(=CC=C(C=C1)S(=O)(=O)O)C (para-toluenesulfonic acid). Reported procedure: 30 g (0.27 mmol) of cyclohexane-1,4-dione, 35.4 g (0.27 mol) of 2,2-diethylpropane-1,3-diol and 360 mg of para-toluenesulfonic acid were heated in 200 ml of toluene on a water separator. After the mixture had been cooled to room temperature and the water of reaction separated off, the organic phase was washed with a semisaturated sodium hydrogen carbonate solution and dried over magnesium sulfate. After the solvent had been evaporated, 65 g of crude product were obtained which was purified by fl... The yield is 16365.5%. The product is C(C)C1(COC2(OC1)CCC(CC2)=O)CC (3,3-Diethyl-1,5-dioxaspiro[5.5]undecan-9-one). Reaction SMILES: [C:1]1(=[O:8])[CH2:6][CH2:5][C:4](=[O:7])[CH2:3][CH2:2]1.[CH2:9]([C:11]([CH2:16][CH3:17])([CH2:14]O)[CH2:12][OH:13])[CH3:10].O>C1(C)C=CC=CC=1.C1(C)C=CC(S(O)(=O)=O)=CC=1>[CH2:9]([C:11]1([CH2:16][CH3:17])[CH2:12][O:13][C:4]2([CH2:5][CH2:6][C:1](=[O:8])[CH2:2][CH2:3]2)[O:7][CH2:14]1)[CH3:10]. Starting materials: OOS(=O)[O-].[K+] (OXONE), CC1(OC(=C(C1=O)C1=CC(=CC=C1)F)C1=CC=C(C=C1)SC)C (2,2-dimethyl-4(3-fluorophenyl)-5-{4-(methylthio)phenyl}-3(2H)-furanone), O (water), CO (methanol). The solvent is C1CCOC1 (THF). Reaction conditions: time 2 hour. The product is CC1(OC(=C(C1=O)C1=CC(=CC=C1)F)C1=CC=C(C=C1)S(=O)(=O)C)C (2,2-dimethyl-4-(3-fluorophenyl)-5-{4-(methylsulfonyl)phenyl}-3(2H)-furanone). As a reaction SMILES: [CH3:1][C:2]1([CH3:23])[C:6](=[O:7])[C:5]([C:8]2[CH:13]=[CH:12][CH:11]=[C:10]([F:14])[CH:9]=2)=[C:4]([C:15]2[CH:20]=[CH:19][C:18](SC)=[CH:17][CH:16]=2)[O:3]1.[CH3:24]O.O.O[O:28][S:29]([O-:31])=O.[K+]>C1COCC1>[CH3:1][C:2]1([CH3:23])[C:6](=[O:7])[C:5]([C:8]2[CH:13]=[CH:12][CH:11]=[C:10]([F:14])[CH:9]=2)=[C:4]([C:15]2[CH:20]=[CH:19][C:18]([S:29]([CH3:24])(=[O:31])=[O:28])=[CH:17][CH:16]=2)[O:3]1 |f:3.4|. Procedure details: Alternatively, the titled compound was prepared as described in the following procedure: 3.0 g of 2,2-dimethyl-4(3-fluorophenyl)-5-{4-(methylthio)phenyl}-3(2H)-furanone (Example 166) was dissolved in 50 ml THF, 50 ml methanol and 50 ml water along with 10 g of OXONE. The reaction mixture was stirred at room temperature for 2 hours. Then the solution was concentrated in vacuo and the resulting aqueous solution was extracted with 150 ml methylene chloride. The organic layer was washed with brine a...